The task is: describe an organic reaction: reactants, conditions, products, and yield. This data is from the Open Reaction Database (ORD), a public repository of structured organic reaction records. The reactants are ClC1=C(C=C(C=C1Cl)[N+](=O)[O-])CC(=O)O (2,3-dichloro-5-nitrophenylacetic acid), S(=O)(Cl)Cl (thionyl chloride). Run in C(Cl)(Cl)(Cl)Cl (carbon tetrachloride). Yields the product ClC1=C(C=C(C=C1Cl)[N+](=O)[O-])CC(=O)Cl (2,3-dichloro-5-nitrophenylacetyl chloride). RXN SMILES: [Cl:1][C:2]1[C:7]([Cl:8])=[CH:6][C:5]([N+:9]([O-:11])=[O:10])=[CH:4][C:3]=1[CH2:12][C:13]([OH:15])=O.S(Cl)([Cl:18])=O>C(Cl)(Cl)(Cl)Cl>[Cl:1][C:2]1[C:7]([Cl:8])=[CH:6][C:5]([N+:9]([O-:11])=[O:10])=[CH:4][C:3]=1[CH2:12][C:13]([Cl:18])=[O:15]. Procedure details: By the method of Example 1, Step E, 18.27 grams (0.073 mole) of 2,3-dichloro-5-nitrophenylacetic acid and 80 mL of thionyl chloride were reacted in 400 mL of carbon tetrachloride, yielding 20.90 grams of 2,3-dichloro-5-nitrophenylacetyl chloride. The NMR spectrum was consistent with the proposed structure. Reactants: ClC=1C=C(C=CC1)CN1CCNCC1 (4-(3-chlorophenyl)methylpiperazine), ClCC(=O)N1C=2N(C(=C(C1)C)C1=CC=C(C=C1)Cl)N=CC2C#N (4-(Chloroacetyl)-7-(4-chlorophenyl)-4.5-dihydro-6-methylpyrazolo[1,5-a]pyrimidine-3-carbonitrile). The product is Cl.Cl.ClC1=CC=C(C=C1)C1=C(CN(C=2N1N=CC2C#N)C(CN2CCN(CC2)CC2=CC(=CC=C2)Cl)=O)C (7-(4-Chlorophenyl)-4-[[4-[(3-chlorophenyl)methyl]-1-piperazinyl]acetyl]-4,5-dihydro-6-methylpyrazolo[1,5-a]pyrimidine-3-carbonitrile. dihydrochloride). RXN SMILES: [Cl:1][C:2]1[CH:3]=[C:4]([CH2:8][N:9]2[CH2:14][CH2:13][NH:12][CH2:11][CH2:10]2)[CH:5]=[CH:6][CH:7]=1.[Cl:15][CH2:16][C:17]([N:19]1[CH2:24][C:23]([CH3:25])=[C:22]([C:26]2[CH:31]=[CH:30][C:29]([Cl:32])=[CH:28][CH:27]=2)[N:21]2[N:33]=[CH:34][C:35]([C:36]#[N:37])=[C:20]12)=[O:18]>>[ClH:1].[ClH:15].[Cl:32][C:29]1[CH:30]=[CH:31][C:26]([C:22]2[N:21]3[N:33]=[CH:34][C:35]([C:36]#[N:37])=[C:20]3[N:19]([C:17](=[O:18])[CH2:16][N:12]3[CH2:11][CH2:10][N:9]([CH2:8][C:4]4[CH:5]=[CH:6][CH:7]=[C:2]([Cl:1])[CH:3]=4)[CH2:14][CH2:13]3)[CH2:24][C:23]=2[CH3:25])=[CH:27][CH:28]=1 |f:2.3.4|. Reported procedure: The above compound was prepared by the reaction of 4-(3-chlorophenyl)methylpiperazine with the compound of Example 14 by the methods of Examples 16 then 77, mp 250° C. (with sintering). Starting materials: Oc1cc(Br)ccc1Cl, O=C([O-])[O-], C1CCOC1, CN(C)C(=S)Cl, [K+], [K+], O. Yields the product CN(C)C(=S)Oc1cc(Br)ccc1Cl. RXN SMILES: [Br:1][c:2]1[cH:3][cH:4][c:5]([Cl:9])[c:6]([OH:8])[cH:7]1.[C:10](=[O:11])([O-:12])[O-:13].[CH2:23]1[O:24][CH2:25][CH2:26][CH2:27]1.[CH3:16][N:17]([C:18](=[S:19])[Cl:20])[CH3:21].[K+:14].[K+:15].[OH2:22]>>[Br:1][c:2]1[cH:3][cH:4][c:5]([Cl:9])[c:6]([O:8][C:18]([N:17]([CH3:16])[CH3:21])=[S:19])[cH:7]1. Reactants: C(#N)CC1=CN=C(S1)C1=CC=C(N=N1)N(C(OC(C)(C)C)=O)CC1(CCC1)C1=NC=CC=C1F (t-butyl 6-(5-(cyanomethyl)thiazol-2-yl)pyridazin-3-yl((1-(3-fluoropyridin-2-yl)cyclobutyl)methyl)carbamate), C([O-])([O-])=O.[K+].[K+] (potassium carbonate), OO (hydrogen peroxide). Solvent: CCOC(=O)C (EtOAc), O (water), CS(=O)C (DMSO). Conditions: temperature 0 celsius, time 90 minute. Yields the product NC(CC1=CN=C(S1)C1=CC=C(N=N1)N(C(OC(C)(C)C)=O)CC1(CCC1)C1=NC=CC=C1F)=O (t-butyl 6-(5-(2-amino-2-oxoethyl)thiazol-2-yl)pyridazin-3-yl((1-(3-fluoropyridin-2-yl)cyclobutyl)methyl)carbamate). Isolated yield 47.8%. As a reaction SMILES: [C:1]([CH2:3][C:4]1[S:8][C:7]([C:9]2[N:14]=[N:13][C:12]([N:15]([CH2:23][C:24]3([C:28]4[C:33]([F:34])=[CH:32][CH:31]=[CH:30][N:29]=4)[CH2:27][CH2:26][CH2:25]3)[C:16](=[O:22])[O:17][C:18]([CH3:21])([CH3:20])[CH3:19])=[CH:11][CH:10]=2)=[N:6][CH:5]=1)#[N:2].C(=O)([O-])[O-:36].[K+].[K+].OO>CS(C)=O.CCOC(C)=O.O>[NH2:2][C:1](=[O:36])[CH2:3][C:4]1[S:8][C:7]([C:9]2[N:14]=[N:13][C:12]([N:15]([CH2:23][C:24]3([C:28]4[C:33]([F:34])=[CH:32][CH:31]=[CH:30][N:29]=4)[CH2:25][CH2:26][CH2:27]3)[C:16](=[O:22])[O:17][C:18]([CH3:21])([CH3:20])[CH3:19])=[CH:11][CH:10]=2)=[N:6][CH:5]=1 |f:1.2.3|. Procedure: To a solution of t-butyl 6-(5-(cyanomethyl)thiazol-2-yl)pyridazin-3-yl((1-(3-fluoropyridin-2-yl)cyclobutyl)methyl)carbamate (12.5 g, 26.0 mmol) in DMSO (260 mL) was added potassium carbonate (14.4 g, 104.1 mmol). The mixture was cooled to 0° C. and hydrogen peroxide (86 mL) was slowly added. The reaction was warmed to rt and stirred for 90 min. The reaction was diluted with EtOAc (200 mL) and water (500 mL), and the organic layer was washed three times with brine (150 mL). The organic layer was ... The reactants are CCOC(=O)C(NC(=O)OC(C)(C)C)P(=O)(OC)OC, ClC(Cl)Cl, COc1cc(F)c(C=O)cc1OC. Yields the product CCOC(=O)C(=Cc1cc(OC)c(OC)cc1F)NC(=O)OC(C)(C)C. Reaction SMILES: [CH2:14]([CH3:15])[O:16][C:17]([CH:18]([P:19]([O:20][CH3:21])([O:22][CH3:23])=[O:24])[NH:25][C:26](=[O:27])[O:28][C:29]([CH3:30])([CH3:31])[CH3:32])=[O:33].[CH:34]([Cl:35])([Cl:36])[Cl:37].[F:1][c:2]1[c:3]([CH:4]=[O:5])[cH:6][c:7]([O:12][CH3:13])[c:8]([O:10][CH3:11])[cH:9]1>>[F:1][c:2]1[c:3]([CH:4]=[C:18]([C:17]([O:16][CH2:14][CH3:15])=[O:33])[NH:25][C:26](=[O:27])[O:28][C:29]([CH3:30])([CH3:31])[CH3:32])[cH:6][c:7]([O:12][CH3:13])[c:8]([O:10][CH3:11])[cH:9]1. Starting materials: COC1=C(C=CC=C1SC1=C(C=CC=C1)C)CC#N (2-[2-methoxy-3-(o-tolylthio)phenyl]acetonitrile), C(C)(=O)OC(C)=O (acetic anhydride). The solvent is I (hydriodic acid), C(C)(=O)O (acetic acid). The product is C1(=C(C=CC=C1)SC1=CC=CC=2CC(OC21)=O)C (7-(o-tolylthio)-2,3-dihydrobenzofuran-2-one). Reaction SMILES: C[O:2][C:3]1[C:8]([S:9][C:10]2[CH:15]=[CH:14][CH:13]=[CH:12][C:11]=2[CH3:16])=[CH:7][CH:6]=[CH:5][C:4]=1[CH2:17][C:18]#N.C(OC(=O)C)(=[O:22])C>I.C(O)(=O)C>[C:11]1([CH3:16])[CH:12]=[CH:13][CH:14]=[CH:15][C:10]=1[S:9][C:8]1[C:3]2[O:2][C:18](=[O:22])[CH2:17][C:4]=2[CH:5]=[CH:6][CH:7]=1. Procedure details: A solution of 2-[2-methoxy-3-(o-tolylthio)phenyl]acetonitrile (5.9 g) in hydriodic acid (58%, 15 ml) and acetic acid (30 ml) was refluxed under heating for 17 hours. After concentration, water and aqueous sodium hydrogen sulfite were added to the residue and extracted with diethyl ether. The extract was washed with dil. aqueous sodium hydrogen sulfite and water in turn and evaporated. To the residue was added a solution of potassium hydroxide (2 g) in methanol (50 ml), and the mixture was reflux... Starting materials: OCC=1C=C(CN2CCC(CC2)N2C(NC3=CC=CC=C3C2C2=CC=CC=C2)=O)C=CC1 (3-[1-(3-hydroxymethylbenzyl) piperidin-4-yl]-4-phenyl-3,4-dihydro-2(1H)-quinazolinone), [H-].[Na+] (sodium hydride), [Si](C)(C)(C(C)(C)C)OCCBr (2-tert-butyldimethylsilyloxyethylbromide), C([O-])(O)=O.[Na+] (sodium bicarbonate). The reagents and catalysts are [I-].C(CCC)[N+](CCCC)(CCCC)CCCC (tetrabutylammonium iodide). The solvent is CN(C)C=O (DMF). Run at time 10 minute. Product: [Si](C)(C)(C(C)(C)C)OCCN1C(N(C(C2=CC=CC=C12)C1=CC=CC=C1)C1CCN(CC1)CC1=CC(=CC=C1)CO)=O (1-(2-tert-Butyldimethylsilyloxyethyl)-3-[1-(3-hydroxymethylbenzyl)piperidin-4-yl]-4-phenyl-3,4-dihydro-2(1H)-quinazolinone). Yield: 34.2%. As a reaction SMILES: [OH:1][CH2:2][C:3]1[CH:4]=[C:5]([CH:30]=[CH:31][CH:32]=1)[CH2:6][N:7]1[CH2:12][CH2:11][CH:10]([N:13]2[CH:22]([C:23]3[CH:28]=[CH:27][CH:26]=[CH:25][CH:24]=3)[C:21]3[C:16](=[CH:17][CH:18]=[CH:19][CH:20]=3)[NH:15][C:14]2=[O:29])[CH2:9][CH2:8]1.[H-].[Na+].[Si:35]([O:42][CH2:43][CH2:44]Br)([C:38]([CH3:41])([CH3:40])[CH3:39])([CH3:37])[CH3:36].C(=O)(O)[O-].[Na+]>CN(C=O)C.[I-].C([N+](CCCC)(CCCC)CCCC)CCC>[Si:35]([O:42][CH2:43][CH2:44][N:15]1[C:16]2[C:21](=[CH:20][CH:19]=[CH:18][CH:17]=2)[CH:22]([C:23]2[CH:24]=[CH:25][CH:26]=[CH:27][CH:28]=2)[N:13]([CH:10]2[CH2:11][CH2:12][N:7]([CH2:6][C:5]3[CH:30]=[CH:31][CH:32]=[C:3]([CH2:2][OH:1])[CH:4]=3)[CH2:8][CH2:9]2)[C:14]1=[O:29])([C:38]([CH3:41])([CH3:40])[CH3:39])([CH3:37])[CH3:36] |f:1.2,4.5,7.8|. Reported procedure: To a solution of 200 mg (0.468 mmol) of 3-[1-(3-hydroxymethylbenzyl) piperidin-4-yl]-4-phenyl-3,4-dihydro-2(1H)-quinazolinone in 3 ml of DMF, 22 mg (0.55 mmol) of sodium hydride (60%) were added under ice-cooling and stirred at the same temperature for 5 minutes and at room temperature for 10 minutes. After ice-cooling again, 224 mg (0.55 mmol) of 2-tert-butyldimethylsilyloxyethylbromide and 2 mg of tetrabutylammonium iodide were added thereto and stirred under ice-cooling for 4 hours. It was po...